From a dataset of the Open Reaction Database (ORD), a public repository of structured organic reaction records. describe an organic reaction: reactants, conditions, products, and yield Starting materials: Brc1cnc2[nH]cc(I)c2c1, C1CCOC1, Cc1ccc(S(=O)(=O)Cl)cc1. The product is Cc1ccc(S(=O)(=O)n2cc(I)c3cc(Br)cnc32)cc1. As a reaction SMILES: [Br:1][c:2]1[cH:3][c:4]2[c:5]([n:6][cH:7]1)[nH:8][cH:9][c:10]2[I:11].[CH2:23]1[O:24][CH2:25][CH2:26][CH2:27]1.[c:12]1([CH3:22])[cH:13][cH:14][c:15]([S:18](=[O:19])(=[O:20])[Cl:21])[cH:16][cH:17]1>>[Br:1][c:2]1[cH:3][c:4]2[c:5]([n:6][cH:7]1)[n:8]([S:18]([c:15]1[cH:14][cH:13][c:12]([CH3:22])[cH:17][cH:16]1)(=[O:19])=[O:20])[cH:9][c:10]2[I:11]. The reactants are C1NCCC2CCCCC12 (decahydroisoquinoline), [OH-].[Na+] (sodium hydroxide), C1(=CC=CC=C1)CC(=O)Cl (phenylacetyl chloride). Run in C(Cl)Cl (methylene chloride), C(Cl)Cl (methylene chloride). The product is C1(=CC=CC=C1)CC(=O)C1NCCC2CCCCC12 (2-phenylacetyldecahydroisoquinoline). RXN SMILES: [CH2:1]1[CH:10]2[CH:5]([CH2:6][CH2:7][CH2:8][CH2:9]2)[CH2:4][CH2:3][NH:2]1.[OH-].[Na+].[C:13]1([CH2:19][C:20](Cl)=[O:21])[CH:18]=[CH:17][CH:16]=[CH:15][CH:14]=1>C(Cl)Cl>[C:13]1([CH2:19][C:20]([CH:1]2[CH:10]3[CH:5]([CH2:6][CH2:7][CH2:8][CH2:9]3)[CH2:4][CH2:3][NH:2]2)=[O:21])[CH:18]=[CH:17][CH:16]=[CH:15][CH:14]=1 |f:1.2|. Procedure details: To 5.0 g of decahydroisoquinoline (mixture of cis and trans isomers), 20 mL of methylene chloride and 50 mL of 15% aqueous sodium hydroxide solution was added at 10°-15° a solution of 7 mL of phenylacetyl chloride in 20 mL of methylene chloride. Removal of the solvent from the dried organic layer and crystallizaiton of the residue from hexanes gave 3.12 g of 2-phenylacetyldecahydroisoquinoline. The yield is 90.6%. Reaction conditions: time 1 hour. The product is ClC1=NC=CC(=C1)C#C[Si](C)(C)C (2-chloro-4-trimethylsilanylethynyl-pyridine). Procedure details: A mixture of 2.5 g of 4-bromo-2-chloropyridine (12.6 mmol), 2.2 ml of (trimethylsilyl)acetylene (15.1 mmol), 153 mg of copper(I)iodide (0.79 mmol) and 287 mg of bis(triphenylphosphine)palladium(II)chloride (0.41 mmol) in triethylamine (15 ml) was stirred at RT for 1 h. The triethylamine was then removed in vacuo, water was added and the mixture was extracted with diethylether. The combined organic extracts were then washed with water and brine, dried (Na2SO4), filtered and concentrated in vacuo ... The reagents and catalysts are [Cu]I (copper(I)iodide), C1=CC=C(C=C1)P(C2=CC=CC=C2)C3=CC=CC=C3.C1=CC=C(C=C1)P(C2=CC=CC=C2)C3=CC=CC=C3.Cl[Pd]Cl (bis(triphenylphosphine)palladium(II)chloride). Reaction SMILES: Br[C:2]1[CH:7]=[CH:6][N:5]=[C:4]([Cl:8])[CH:3]=1.[CH3:9][Si:10]([C:13]#[CH:14])([CH3:12])[CH3:11]>C(N(CC)CC)C.[Cu]I.C1C=CC(P(C2C=CC=CC=2)C2C=CC=CC=2)=CC=1.C1C=CC(P(C2C=CC=CC=2)C2C=CC=CC=2)=CC=1.Cl[Pd]Cl>[Cl:8][C:4]1[CH:3]=[C:2]([C:14]#[C:13][Si:10]([CH3:12])([CH3:11])[CH3:9])[CH:7]=[CH:6][N:5]=1 |f:4.5.6|. Reactants: BrC1=CC(=NC=C1)Cl (4-bromo-2-chloropyridine), C[Si](C)(C)C#C ((trimethylsilyl)acetylene). Run in C(C)N(CC)CC (triethylamine). The reactants are N1=CC(=CC=C1)C1=CC=NC=2N1N=CC2C(=O)OCC (ethyl 7-(3-pyridyl)pyrazolo[1,5-a]pyrimidine-3-carboxylate), [OH-].[K+] (potassium hydroxide), Cl (hydrochloric acid). Run in C(C)O.O (ethanol water). Yields the product N1=CC(=CC=C1)C1=CC=NC=2N1N=CC2C(=O)O (7-(3-pyridyl)pyrazolo[1,5-a]pyrimidine-3-carboxylic acid). RXN SMILES: [N:1]1[CH:6]=[CH:5][CH:4]=[C:3]([C:7]2[N:12]3[N:13]=[CH:14][C:15]([C:16]([O:18]CC)=[O:17])=[C:11]3[N:10]=[CH:9][CH:8]=2)[CH:2]=1.[OH-].[K+].Cl>C(O)C.O>[N:1]1[CH:6]=[CH:5][CH:4]=[C:3]([C:7]2[N:12]3[N:13]=[CH:14][C:15]([C:16]([OH:18])=[O:17])=[C:11]3[N:10]=[CH:9][CH:8]=2)[CH:2]=1 |f:1.2,4.5|. Procedure: A mixture of 0.10 mole of ethyl 7-(3-pyridyl)pyrazolo[1,5-a]pyrimidine-3-carboxylate and 0.50 mole of potassium hydroxide in 50 ml. of ethanol-water (9:1) is heated at reflux temperature for 4 hours. The mixture is brought to pH 7 with concentrated hydrochloric acid, concentrated and filtered to give 7-(3-pyridyl)pyrazolo[1,5-a]pyrimidine-3-carboxylic acid. The preceding product in tetrahydrofuran is added dropwise to a solution of 0.2 mole of diborane in tetrahydrofuran chilled in an ice bath. ... The reactants are Cl (hydrochloric acid), NS(=O)(=O)C1=CC=C(C=C1)N1N=C(C=C1C1=CC=C(C=C1)Cl)C(=O)OC (Methyl 1-(4-aminosulfonylphenyl)-5-(4-chlorophenyl)-1H-pyrazole-3-carboxylate), O1CCCC1 (tetrahydrofuran), [OH-].[Na+] (sodium hydroxide). The solvent is O (water). Reaction conditions: time 16 hour. Product: NS(=O)(=O)C1=CC=C(C=C1)N1N=C(C=C1C1=CC=C(C=C1)Cl)C(=O)O (1-(4-aminosulfonylphenyl)-5-(4-chlorophenyl)-1H-pyrazole-3-carboxylic acid). RXN SMILES: [NH2:1][S:2]([C:5]1[CH:10]=[CH:9][C:8]([N:11]2[C:15]([C:16]3[CH:21]=[CH:20][C:19]([Cl:22])=[CH:18][CH:17]=3)=[CH:14][C:13]([C:23]([O:25]C)=[O:24])=[N:12]2)=[CH:7][CH:6]=1)(=[O:4])=[O:3].O1CCCC1.[OH-].[Na+].Cl>O>[NH2:1][S:2]([C:5]1[CH:10]=[CH:9][C:8]([N:11]2[C:15]([C:16]3[CH:21]=[CH:20][C:19]([Cl:22])=[CH:18][CH:17]=3)=[CH:14][C:13]([C:23]([OH:25])=[O:24])=[N:12]2)=[CH:7][CH:6]=1)(=[O:4])=[O:3] |f:2.3|. Procedure details: Methyl 1-(4-aminosulfonylphenyl)-5-(4-chlorophenyl)-1H-pyrazole-3-carboxylate (1.0 g, 2.66 mmol) was added to tetrahydrofuran (20 mL). Aqueous sodium hydroxide (2.5 N, 2.7 mL) and water (2.5 mL) were added, and the suspension was heated to reflux and held for 16 hours. The solids all dissolved during this time. The reaction was cooled to room temperature, and hydrochloric acid solution (1 N, 11 mL) was added. The aqueous suspension was extracted with methylene chloride (2×20 mL). The combined or... The reactants are solution, C(C)(=O)OCC (ethyl acetate), [N+](=[N-])=C (diazomethane), Cl (hydrochloric acid), solution, [N+](=[N-])=C (diazomethane), O=C1O[C@@]2(N3C([C@H]([C@H]3S[C@@H]2C1)NC(COC1=CC=CC=C1)=O)=O)C(=O)[O-].[Na+] (sodium (2S,6R,8R,9R)-4,10-dioxo-9-phenoxyacetamido-3-oxa-7-thia-1-azatricyclo[6,2,0,02,6 ]decane-2-carboxylate). Solvent: CCOCC (ether), CCOCC (ether), O (water). Run at time 30 minute. The product is O=C1O[C@@]2(N3C([C@H]([C@H]3S[C@@H]2C1)NC(COC1=CC=CC=C1)=O)=O)C(=O)OC (methyl (2S,6R,8R,9R)-4,10-dioxo-9-phenoxyacetamido-3-oxa-7-thia-1-azatricyclo[6,2,0,02,6 ]decane-2-carboxylate). Reaction SMILES: [O:1]=[C:2]1[CH2:11][C@@H:10]2[C@@:4]([C:24]([O-:26])=[O:25])([N:5]3[C@H:8]([S:9]2)[C@H:7]([NH:12][C:13](=[O:22])[CH2:14][O:15][C:16]2[CH:21]=[CH:20][CH:19]=[CH:18][CH:17]=2)[C:6]3=[O:23])[O:3]1.[Na+].[C:28](OCC)(=O)C.[N+](=C)=[N-].Cl>O.CCOCC>[O:1]=[C:2]1[CH2:11][C@@H:10]2[C@@:4]([C:24]([O:26][CH3:28])=[O:25])([N:5]3[C@H:8]([S:9]2)[C@H:7]([NH:12][C:13](=[O:22])[CH2:14][O:15][C:16]2[CH:21]=[CH:20][CH:19]=[CH:18][CH:17]=2)[C:6]3=[O:23])[O:3]1 |f:0.1|. Procedure details: 30 mg of the compound obtained in Example 4 was dissolved in 3 ml water. To this solution 3 ml ethyl acetate and 5 ml of diazomethane in ether were added, while cooling the solution with ice. After adding 83 μl of 1N hydrochloric acid, the resulting mixed solutio was stirred for 30 minutes, while cooling with ice. After 30 minutes of stirring, 8 ml of a solution of diazomethane in ether was added; the resulting mixed solution was stirred for 20 minutes, while cooling with ice. The reaction mixtu... Starting materials: B, COc1ccc(C#N)cc1Br, C1CCOC1, CCO, Cl. The product is COc1ccc(CN)cc1Br. RXN SMILES: [BH3:17].[Br:1][c:2]1[cH:3][c:4]([C:5]#[N:6])[cH:7][cH:8][c:9]1[O:10][CH3:11].[CH2:12]1[O:13][CH2:14][CH2:15][CH2:16]1.[CH3:19][CH2:20][OH:21].[ClH:18]>>[Br:1][c:2]1[cH:3][c:4]([CH2:5][NH2:6])[cH:7][cH:8][c:9]1[O:10][CH3:11].